This data is from the Open Reaction Database (ORD), a public repository of structured organic reaction records. The task is: describe an organic reaction: reactants, conditions, products, and yield Starting materials: FC1=CC=C(CN2CCNCC2)C=C1 (1-(4-fluorobenzyl)piperazine), [OH-].[K+] (potassium hydroxide), BrCCCCl (1-bromo-3-chloropropane). Solvent: CS(=O)C (dimethyl sulfoxide). Product: Cl.Cl.FC1=CC=C(CN2CCN(CC2)CCCCl)C=C1 (1-(4-fluorobenzyl)-4-(3-chloropropyl) piperazine dihydrochloride). The yield is 179.2%. RXN SMILES: [F:1][C:2]1[CH:14]=[CH:13][C:5]([CH2:6][N:7]2[CH2:12][CH2:11][NH:10][CH2:9][CH2:8]2)=[CH:4][CH:3]=1.[OH-].[K+].Br[CH2:18][CH2:19][CH2:20][Cl:21]>CS(C)=O>[ClH:21].[ClH:21].[F:1][C:2]1[CH:14]=[CH:13][C:5]([CH2:6][N:7]2[CH2:12][CH2:11][N:10]([CH2:18][CH2:19][CH2:20][Cl:21])[CH2:9][CH2:8]2)=[CH:4][CH:3]=1 |f:1.2,5.6.7|. Reported procedure: The procedure described in Example 1(a) was followed, using 32.8 g of 1-(4-fluorobenzyl)piperazine, 30.0 g of potassium hydroxide, 100 ml of dimethyl sulfoxide and 27.0 g of 1-bromo-3-chloropropane. Work-up, as described above, gave 35.2 g (61% of theory) of 1-(4-fluorobenzyl)-4-(3-chloropropyl) piperazine dihydrochloride as a white crystalline solid.